From a dataset of the Open Reaction Database (ORD), a public repository of structured organic reaction records. describe an organic reaction: reactants, conditions, products, and yield Starting materials: CC#N, Nc1ccc(Cl)cc1, O, Cc1ccc(S(=O)(=O)Cl)cc1, c1ccncc1. The product is Cc1ccc(S(=O)(=O)Nc2ccc(Cl)cc2)cc1. As a reaction SMILES: [CH3:27][C:28]#[N:29].[NH2:1][c:2]1[cH:3][cH:4][c:5]([Cl:6])[cH:7][cH:8]1.[OH2:20].[c:9]1([CH3:19])[cH:10][cH:11][c:12]([S:15](=[O:16])(=[O:17])[Cl:18])[cH:13][cH:14]1.[cH:21]1[cH:22][cH:23][n:24][cH:25][cH:26]1>>[NH:1]([c:2]1[cH:3][cH:4][c:5]([Cl:6])[cH:7][cH:8]1)[S:15]([c:12]1[cH:11][cH:10][c:9]([CH3:19])[cH:14][cH:13]1)(=[O:16])=[O:17]. Starting materials: Cc1nc(N)c2nc(C)n(CCOCC#Cc3ccccc3)c2c1C, CO. Product: Cc1nc(N)c2nc(C)n(CCOCCCc3ccccc3)c2c1C. As a reaction SMILES: [CH3:1][c:2]1[n:3]([CH2:14][CH2:15][O:16][CH2:17][C:18]#[C:19][c:20]2[cH:21][cH:22][cH:23][cH:24][cH:25]2)[c:4]2[c:5]([c:6]([NH2:12])[n:7][c:8]([CH3:11])[c:9]2[CH3:10])[n:13]1.[CH3:26][OH:27]>>[CH3:1][c:2]1[n:3]([CH2:14][CH2:15][O:16][CH2:17][CH2:18][CH2:19][c:20]2[cH:21][cH:22][cH:23][cH:24][cH:25]2)[c:4]2[c:5]([c:6]([NH2:12])[n:7][c:8]([CH3:11])[c:9]2[CH3:10])[n:13]1. Reactants: BrN1C(CCC1=O)=O (N-bromosuccinimide), NC1=CC=C(C=C1)C(C(=O)OCC)(C)C (ethyl 2-(4-aminophenyl)-2-methylpropionate). Conditions: time 1 hour. Product: NC1=C(C=C(C=C1)C(C(=O)OCC)(C)C)Br (Ethyl 2-(4-amino-3-bromophenyl)-2-methylpropionate). As a reaction SMILES: [Br:1]N1C(=O)CCC1=O.[NH2:9][C:10]1[CH:15]=[CH:14][C:13]([C:16]([CH3:23])([CH3:22])[C:17]([O:19][CH2:20][CH3:21])=[O:18])=[CH:12][CH:11]=1>>[NH2:9][C:10]1[CH:11]=[CH:12][C:13]([C:16]([CH3:22])([CH3:23])[C:17]([O:19][CH2:20][CH3:21])=[O:18])=[CH:14][C:15]=1[Br:1]. Procedure details: To a solution of ethyl 2-(4-aminophenyl)-2-methylpropionate (4.74 g in 40 mL dry methylene chloride) at 0° C. was added 4.08 g of N-bromosuccinimide and the mixture stirred at low temperature. After 1 hour, the mixture was warmed to room temperature and concentrated in vacuo. Purification of the residue by flash chromatography on silica gel (hexane:ethyl acetate, 9:1; then 8:2) gave the title compound, 5.46 g. Starting materials: ClCC(CC#CC(=C)C)=C (6-chloromethyl-2-methyl-1,6-heptadien-3-yne), CC(=CCCC(C)=O)C#C (6-methyl-5-octen-7-yn-2-one), C([O-])([O-])=O.[K+].[K+] (potassium carbonate), cuprous chloride. The reagents and catalysts are [Cl-].C(C1=CC=CC=C1)[N+](CC)(CC)CC (benzyltriethylammonium chloride). Run in C(C)#N (acetonitrile). Reaction conditions: time 21 hour. Product: CC(=CCCC(C)=O)C#CCC(CC#CC(=C)C)=C (6,14-Dimethyl-10-methylene-5,14-pentadecadien-7,12-diyn-2-one). Yield: 79.8%. As a reaction SMILES: Cl[CH2:2][C:3](=[CH2:10])[CH2:4][C:5]#[C:6][C:7]([CH3:9])=[CH2:8].[CH3:11][C:12]([C:19]#[CH:20])=[CH:13][CH2:14][CH2:15][C:16](=[O:18])[CH3:17].C(=O)([O-])[O-].[K+].[K+]>[Cl-].C([N+](CC)(CC)CC)C1C=CC=CC=1.C(#N)C>[CH3:11][C:12]([C:19]#[C:20][CH2:9][C:7](=[CH2:8])[CH2:6][C:5]#[C:4][C:3]([CH3:10])=[CH2:2])=[CH:13][CH2:14][CH2:15][C:16](=[O:18])[CH3:17] |f:2.3.4,5.6|. Procedure: Using a modification of the procedure suggested by T. Jeffery, Tetrahedron Lett., 30, 2225 (1989), a mixture of 175 mg (1.13 mmoles) of 6-chloromethyl-2-methyl-1,6-heptadien-3-yne (produced in accordance with Example XII), 139 mg (1.02 mmoles) of 6-methyl-5-octen-7-yn-2-one (produced in accordance with Example II), 220 mg (1.6 mmoles) of anhydrous potassium carbonate, 50 mg (0.50 mmole) of cuprous chloride, and 30 mg (0.13 mmole) of benzyltriethylammonium chloride in 1.00 mL of acetonitrile (HPL... Reactants: NN1C(=C(C=C1)Br)C(=O)OC (methyl 1-amino-3-bromo-1H-pyrrole-2-carboxylate), C(C1=CC=CC=C1)OC(=O)N[C@H](C(=O)O)C ((S)-2-(benzyloxycarbonylamino)propanoic acid), 73a. Product: C(C1=CC=CC=C1)OC(=O)N[C@H](C(=O)NN1C(=C(C=C1)Br)C(=O)OC)C ((S)-Methyl 1-(2-(benzyloxycarbonylamino)propanamido)-3-Bromo-1H-Pyrrole-2-carboxylate). The yield is 89.6%. RXN SMILES: [NH2:1][N:2]1[CH:6]=[CH:5][C:4]([Br:7])=[C:3]1[C:8]([O:10][CH3:11])=[O:9].[CH2:12]([O:19][C:20]([NH:22][C@@H:23]([CH3:27])[C:24](O)=[O:25])=[O:21])[C:13]1[CH:18]=[CH:17][CH:16]=[CH:15][CH:14]=1>>[CH2:12]([O:19][C:20]([NH:22][C@@H:23]([CH3:27])[C:24]([NH:1][N:2]1[CH:6]=[CH:5][C:4]([Br:7])=[C:3]1[C:8]([O:10][CH3:11])=[O:9])=[O:25])=[O:21])[C:13]1[CH:18]=[CH:17][CH:16]=[CH:15][CH:14]=1. Reported procedure: The title compound was prepared from methyl 1-amino-3-bromo-1H-pyrrole-2-carboxylate (9.05 g, 25.6 mmol) and (S)-2-(benzyloxycarbonylamino)propanoic acid (5.72 g, 25.6 mmol) following the experimental procedure described in Preparation 73a. 9.73 g (84% yield) of the desired compound were obtained. Reactants: Cn1c2ccccc2c2ccccc21, CC(C)O, COC(=O)OCC1OC(n2cc(C)c(=O)[nH]c2=O)C(OC(=O)c2cccc(C(F)(F)F)c2)C1OS(C)(=O)=O. The product is COC(=O)OCC1OC(n2cc(C)c(=O)[nH]c2=O)CC1OS(C)(=O)=O. Reaction SMILES: [CH3:1][n:2]1[c:3]2[cH:4][cH:5][cH:6][cH:7][c:8]2[c:9]2[c:10]1[cH:11][cH:12][cH:13][cH:14]2.[CH:53]([OH:54])([CH3:55])[CH3:56].[S:15](=[O:16])(=[O:17])([CH3:18])[O:19][CH:20]1[CH:21]([O:40][C:41](=[O:42])[c:43]2[cH:44][cH:45][cH:46][c:47]([C:48]([F:49])([F:50])[F:51])[cH:52]2)[CH:22]([n:31]2[c:32](=[O:33])[nH:34][c:35](=[O:36])[c:37]([CH3:38])[cH:39]2)[O:23][CH:24]1[CH2:25][O:26][C:27](=[O:28])[O:29][CH3:30]>>[S:15](=[O:16])(=[O:17])([CH3:18])[O:19][CH:20]1[CH2:21][CH:22]([n:31]2[c:32](=[O:33])[nH:34][c:35](=[O:36])[c:37]([CH3:38])[cH:39]2)[O:23][CH:24]1[CH2:25][O:26][C:27](=[O:28])[O:29][CH3:30]. Solvent: C1(=CC=CC=C1)C (toluene), C1(=CC=CC=C1)C.CCCCCCC (toluene heptane), C(C)(C)O (isopropanol). Product: FC(C1=CC=C(C(=O)NN)C=C1)(F)F (4-(trifluoromethyl)-benzhydrazide). Reaction SMILES: C1[C@@H]2[C@H]3[C@@H]4C([N:12]([NH:15][C:16]([C:18]5[CH:23]=[CH:22][C:21]([C:24]([F:27])([F:26])[F:25])=[CH:20][CH:19]=5)=[O:17])C(=O)[C@@H]4[C@@H]([C@H]12)C=C3)=O.O.C1CC=CC=CC=1.C1(=O)OC(=O)C=C1.NN.FC(F)(F)C1C=CC(C(OC)=O)=CC=1>C(O)(C)C.C1(C)C=CC=CC=1.CCCCCCC.C1(C)C=CC=CC=1>[F:25][C:24]([F:26])([F:27])[C:21]1[CH:22]=[CH:23][C:18]([C:16]([NH:15][NH2:12])=[O:17])=[CH:19][CH:20]=1 |f:0.1,7.8|. Starting materials: C1=CC=CC=CC1 (cycloheptatriene), C1(\C=C/C(=O)O1)=O (maleic anhydride), C1[C@@H]2[C@H]1[C@@H]3C=C[C@H]2[C@@H]4[C@H]3C(=O)N(C4=O)NC(=O)C5=CC=C(C=C5)C(F)(F)F.O (ST-246 monohydrate), NN (hydrazine), hydrate, FC(C1=CC=C(C(=O)OC)C=C1)(F)F (Methyl 4-(trifluoromethyl)benzoate). Procedure details: More specifically, to prepare ST-246 monohydrate, Form I, cycloheptatriene is reacted with maleic anhydride in the presence of toluene to yield the major product, endo isomer. The exo isomer is further produced from about 7% to 0.6% by crystallization from toluene/heptane. Further, hydrazine in the anhydrous or hydrate form is reacted with Methyl 4-(trifluoromethyl)benzoate in the presence of isopropanol to yield (4-(trifluoromethyl)-benzhydrazide. The product is then crystallized from isopropan... Reactants: C(C)(=O)OC[C@H]1O[C@H]([C@@H]([C@H]([C@@H]1OC(C)=O)OC(C)=O)OC(C)=O)N1CC(C2=C(C=CC=C12)C)CC1=CC=C(C=C1)Br ([(2R,3R,4S,5R,6R)-3,4,5-triacetoxy-6-[3-[(4-bromophenyl)methyl]-4-methyl-indolin-1-yl]tetrahydropyran-2-yl]methyl acetate). Reagents/catalysts: [O-2].[Mn+4].[O-2] (manganese (IV) oxide). Run in ClCCl (dichloromethane). Run at time 48 hour. Yields the product C(C)(=O)OC[C@H]1O[C@H]([C@@H]([C@H]([C@@H]1OC(C)=O)OC(C)=O)OC(C)=O)N1C=C(C2=C(C=CC=C12)C)CC1=CC=C(C=C1)Br ([(2R,3R,4S,5R,6R)-3,4,5-triacetoxy-6-[3-[(4-bromophenyl)methyl]-4-methyl-indol-1-yl]tetrahydropyran-2-yl]methyl acetate). Yield: 67.9%. RXN SMILES: [C:1]([O:4][CH2:5][C@@H:6]1[C@@H:11]([O:12][C:13](=[O:15])[CH3:14])[C@H:10]([O:16][C:17](=[O:19])[CH3:18])[C@@H:9]([O:20][C:21](=[O:23])[CH3:22])[C@H:8]([N:24]2[C:32]3[C:27](=[C:28]([CH3:33])[CH:29]=[CH:30][CH:31]=3)[CH:26]([CH2:34][C:35]3[CH:40]=[CH:39][C:38]([Br:41])=[CH:37][CH:36]=3)[CH2:25]2)[O:7]1)(=[O:3])[CH3:2]>ClCCl.[O-2].[Mn+4].[O-2]>[C:1]([O:4][CH2:5][C@@H:6]1[C@@H:11]([O:12][C:13](=[O:15])[CH3:14])[C@H:10]([O:16][C:17](=[O:19])[CH3:18])[C@@H:9]([O:20][C:21](=[O:23])[CH3:22])[C@H:8]([N:24]2[C:32]3[C:27](=[C:28]([CH3:33])[CH:29]=[CH:30][CH:31]=3)[C:26]([CH2:34][C:35]3[CH:36]=[CH:37][C:38]([Br:41])=[CH:39][CH:40]=3)=[CH:25]2)[O:7]1)(=[O:3])[CH3:2] |f:2.3.4|. Reported procedure: Add manganese (IV) oxide (172.5 mmol) to a solution of [(2R,3R,4S,5R,6R)-3,4,5-triacetoxy-6-[3-[(4-bromophenyl)methyl]-4-methyl-indolin-1-yl]tetrahydropyran-2-yl]methyl acetate (5.85 mmol) in dichloromethane (20 mL). Stir at room temperature for 48 hours. Filter the reaction through diatomaceous earth and concentrate under reduced pressure. Treat the crude product with dichloromethane/methanol (30 mL of 10:1) and stir for 15 minutes. Filter the resulting precipitate and rinse the filter cake wit... Starting materials: CC1(CC(C(C(C1)=O)=C(C)N[C@H]1C(O)O[C@@H]([C@H]([C@@H]1O)O)CO)=O)C (2-deoxy-2-[1-(4,4-dimethyl-2,6-dioxocyclohex-1-ylidene)ethyl-amino]-D-glucopyranose), C(C)(=O)OC(C)=O (acetic anhydride). Run in N1=CC=CC=C1 (pyridine). Reaction conditions: time 8 hour. Yields the product CC1(CC(C(C(C1)=O)=C(C)N[C@H]1[C@@H](OC(C)=O)O[C@@H]([C@H]([C@@H]1OC(C)=O)OC(C)=O)COC(C)=O)=O)C (2-Deoxy-2-[1-(4,4-dimethyl-2,6-dioxocyclohex-1-ylidene)-ethylamino]-1,3,4,6-tetra-O-acetyl-α-D-glucopyranose). The yield is 86.0%. RXN SMILES: [CH3:1][C:2]1([CH3:24])[CH2:7][C:6](=[O:8])[C:5](=[C:9]([NH:11][C@@H:12]2[C@@H:18]([OH:19])[C@H:17]([OH:20])[C@@H:16]([CH2:21][OH:22])[O:15][CH:13]2[OH:14])[CH3:10])[C:4](=[O:23])[CH2:3]1.C(O[C:29](=[O:31])[CH3:30])(=O)C>N1C=CC=CC=1>[CH3:1][C:2]1([CH3:24])[CH2:7][C:6](=[O:8])[C:5](=[C:9]([NH:11][C@@H:12]2[C@@H:18]([O:19][C:13](=[O:14])[CH3:12])[C@H:17]([O:20][C:16](=[O:15])[CH3:17])[C@@H:16]([CH2:21][O:22][C:29](=[O:31])[CH3:30])[O:15][C@@H:13]2[O:14][C:6](=[O:8])[CH3:5])[CH3:10])[C:4](=[O:23])[CH2:3]1. Reported procedure: A mixture of 2-deoxy-2-[1-(4,4-dimethyl-2,6-dioxocyclohex-1-ylidene)ethyl-amino]-D-glucopyranose (1.55 g, 4.51 mmol), pyridine (11 ml) and acetic anhydride (20 ml) was stirred at room temperature overnight. The reaction mixture was evaporated, and the product was crystallised from MeOH (10 ml) at −15° C. to give 2-Deoxy-2-[1-(-4,4-dimethyl-2,6-dioxocyclohex-1-ylidene)ethyl-amino]-1,3,4,6-tetra-O-acetyl-α-D-glucopyranose (2) (1.95 g, 86%). Starting materials: [Li+].[BH4-] (LiBH4), C(C)OC(CC1=NN=C(N1CC1=C(C=C(C=C1)F)Cl)C=1N=NN(C1N(C)C)CC1=CC(=CC(=C1)C(F)(F)F)C(F)(F)F)=O ([5-[1-(3,5-bis-trifluoromethyl-benzyl)-5-dimethylamino-1H-[1,2,3]triazol-4-yl]-4-(2-chloro-4-fluoro-benzyl)-4H-[1,2,4]triazol-3-yl]-acetic acid ethyl ester), [NH4+].[Cl-] (NH4Cl). The solvent is C1CCOC1 (THF), C1CCOC1 (THF). Run at temperature 0 celsius, time 8 hour. Yields the product FC(C=1C=C(CN2N=NC(=C2N(C)C)C=2N(C(=NN2)CCO)CC2=C(C=CC=C2)Cl)C=C(C1)C(F)(F)F)(F)F (2-[5-[1-(3,5-bis-trifluoromethyl-benzyl)-5-dimethylamino-1H-[1,2,3]triazol-4-yl]-4-(2-chloro-benzyl)-4H-[1,2,4]triazol-3-yl]-ethanol). Yield: 44.8%. As a reaction SMILES: C([O:3][C:4](=O)[CH2:5][C:6]1[N:10]([CH2:11][C:12]2[CH:17]=[CH:16][C:15](F)=[CH:14][C:13]=2[Cl:19])[C:9]([C:20]2[N:21]=[N:22][N:23]([CH2:28][C:29]3[CH:34]=[C:33]([C:35]([F:38])([F:37])[F:36])[CH:32]=[C:31]([C:39]([F:42])([F:41])[F:40])[CH:30]=3)[C:24]=2[N:25]([CH3:27])[CH3:26])=[N:8][N:7]=1)C.[Li+].[BH4-].[NH4+].[Cl-]>C1COCC1>[F:37][C:35]([F:36])([F:38])[C:33]1[CH:34]=[C:29]([CH:30]=[C:31]([C:39]([F:42])([F:40])[F:41])[CH:32]=1)[CH2:28][N:23]1[C:24]([N:25]([CH3:26])[CH3:27])=[C:20]([C:9]2[N:10]([CH2:11][C:12]3[CH:17]=[CH:16][CH:15]=[CH:14][C:13]=3[Cl:19])[C:6]([CH2:5][CH2:4][OH:3])=[N:7][N:8]=2)[N:21]=[N:22]1 |f:1.2,3.4|. Procedure: Dissolve [5-[1-(3,5-bis-trifluoromethyl-benzyl)-5-dimethylamino-1H-[1,2,3]triazol-4-yl]-4-(2-chloro-4-fluoro-benzyl)-4H-[1,2,4]triazol-3-yl]-acetic acid ethyl ester (338 mg) in THF (5 mL). Cool to 0° C., add 2M LiBH4 (0.8 mL, 2M soln in THF) and stir overnight while slowly warming to RT. Pour reaction into aqueous NH4Cl (15 mL) and extract with EtOAc (2×15 mL). Purify via radial chromatography using a gradient of 1:1 to 1:5 hexanes:EtOAc to give the title compound (137 mg, 44%). MS (IS) 592.0 (M...